Dataset: the Open Reaction Database (ORD), a public repository of structured organic reaction records. Task: describe an organic reaction: reactants, conditions, products, and yield Solvent: ice water. The yield is 61.2%. Conditions: temperature 140 celsius. Yields the product COC1=CC(=NC=C1)CCC1=NC=2C(=NC=C(C2)I)N1 (2-[2-(4-Methoxypyridin-2-yl)ethyl]-6-iodo-3H-imidazo[4.5-b]pyridine). Reaction SMILES: [CH3:1][O:2][C:3]1[CH:8]=[CH:7][N:6]=[C:5]([CH2:9][CH2:10][C:11](O)=O)[CH:4]=1.[NH2:14][C:15]1[C:20]([NH2:21])=[CH:19][C:18]([I:22])=[CH:17][N:16]=1.[OH-].[Na+]>>[CH3:1][O:2][C:3]1[CH:8]=[CH:7][N:6]=[C:5]([CH2:9][CH2:10][C:11]2[NH:14][C:15]3=[N:16][CH:17]=[C:18]([I:22])[CH:19]=[C:20]3[N:21]=2)[CH:4]=1 |f:2.3|. Reported procedure: With stirring, a mixture of 8.06 g of 3-(4-methoxypyridin-2-yl)propionic acid (starting material B1), 9.5 g of 2,3-diamino-5-iodopyridine (Cugola et al., Bioorg.Med. Chem.Let 22, 2749-2754 (1996)) and 150 g of polyphosphoric acid (PPA) is heated at 140° C. for 22 hours. After cooling, the mixture is poured into about 1000 ml of ice-water and then neutralized (pH 7-8) using 6N aqueous sodium hydroxide solution. The mixture is extracted four times with ethyl acetate and the combined organic phases... The reactants are COC1=CC(=NC=C1)CCC(=O)O (3-(4-methoxypyridin-2-yl)propionic acid), COC1=CC(=NC=C1)CCC(=O)O (3-(4-methoxypyridin-2-yl)propionic acid), NC1=NC=C(C=C1N)I (2,3-diamino-5-iodopyridine), polyphosphoric acid, [OH-].[Na+] (sodium hydroxide). The reactants are C(C)C1=NC=2C(=NC(=CC2C)C)N1C1=CC=C(C=C1)CCNC(=O)NS(=O)(=O)C1=CC=C(C=C1)C (2-ETHYL-5,7-DIMETHYL-3-(4-{2-[({[(4-METHYLPHENYL)SULFONYL]AMINO}CARBONYL)AMINO]ETHYL}PHENYL)-3H-IMIDAZO[4,5-b]PYRIDINE), C(CCC)(=O)Cl (butyryl chloride). Product: CC1=CC(=C2C(=N1)N(C(=N2)CCC)C2=CC=C(C=C2)CCNC(=O)NS(=O)(=O)C2=CC=C(C=C2)C)C (5,7-DIMETHYL-3-(4-{2-[({[(4-METHYLPHENYL)SULFONYL]AMINO}CARBONYL)AMINO]ETHYL}PHENYL)-2-PROPYL-3H-IMIDAZO[4,5-b]PYRIDINE). As a reaction SMILES: [CH2:1]([C:3]1[N:13]([C:14]2[CH:19]=[CH:18][C:17]([CH2:20][CH2:21][NH:22][C:23]([NH:25][S:26]([C:29]3[CH:34]=[CH:33][C:32]([CH3:35])=[CH:31][CH:30]=3)(=[O:28])=[O:27])=[O:24])=[CH:16][CH:15]=2)[C:6]2=[N:7][C:8]([CH3:12])=[CH:9][C:10]([CH3:11])=[C:5]2[N:4]=1)[CH3:2].[C:36](Cl)(=O)CCC>>[CH3:12][C:8]1[N:7]=[C:6]2[N:13]([C:14]3[CH:15]=[CH:16][C:17]([CH2:20][CH2:21][NH:22][C:23]([NH:25][S:26]([C:29]4[CH:34]=[CH:33][C:32]([CH3:35])=[CH:31][CH:30]=4)(=[O:28])=[O:27])=[O:24])=[CH:18][CH:19]=3)[C:3]([CH2:1][CH2:2][CH3:36])=[N:4][C:5]2=[C:10]([CH3:11])[CH:9]=1. Procedure: The title compound was prepared according to the procedure described in step 5 of Example 1 from 2-{4-[(3-amino-4,6-dimethyl-2-pyridinyl)amino]phenyl}ethanol (step 4 of Example 1) and butyryl chloride. Reactants: ClCCl, COC(=O)CC1CC1C(=O)OC(C)(C)C, O=C(O)C(F)(F)F. The product is COC(=O)CC1CC1C(=O)O. Reaction SMILES: [CH2:16]([Cl:17])[Cl:18].[CH3:1][O:2][C:3]([CH2:4][CH:5]1[CH:6]([C:8](=[O:9])[O:10][C:11]([CH3:12])([CH3:13])[CH3:14])[CH2:7]1)=[O:15].[F:19][C:20]([F:21])([F:22])[C:23]([OH:24])=[O:25]>>[CH3:1][O:2][C:3]([CH2:4][CH:5]1[CH:6]([C:8](=[O:9])[OH:10])[CH2:7]1)=[O:15].